Dataset: the Open Reaction Database (ORD), a public repository of structured organic reaction records. Task: describe an organic reaction: reactants, conditions, products, and yield Starting materials: OC1CCN(C2CCCC2)CC1, N#Cc1ccc(-c2ccc(F)nc2)cc1, [H-], [Na+], CN(C)C=O, O. The product is N#Cc1ccc(-c2ccc(OC3CCN(C4CCCC4)CC3)nc2)cc1. RXN SMILES: [CH:3]1([N:8]2[CH2:9][CH2:10][CH:11]([OH:14])[CH2:12][CH2:13]2)[CH2:4][CH2:5][CH2:6][CH2:7]1.[F:20][c:21]1[n:22][cH:23][c:24](-[c:27]2[cH:28][cH:29][c:30]([C:33]#[N:34])[cH:31][cH:32]2)[cH:25][cH:26]1.[H-:1].[Na+:2].[O:15]=[CH:16][N:17]([CH3:18])[CH3:19].[OH2:35]>>[CH:3]1([N:8]2[CH2:9][CH2:10][CH:11]([O:14][c:21]3[n:22][cH:23][c:24](-[c:27]4[cH:28][cH:29][c:30]([C:33]#[N:34])[cH:31][cH:32]4)[cH:25][cH:26]3)[CH2:12][CH2:13]2)[CH2:4][CH2:5][CH2:6][CH2:7]1. The reactants are ClS(=O)(=O)C1=C(C=C(OCC(=O)O)C=C1C)C (2-(4-(Chlorosulfonyl)-3,5-dimethylphenoxy)acetic acid), O=S(Cl)Cl (SOCl2). Yields the product ClS(=O)(=O)C1=C(C=C(OCC(=O)Cl)C=C1C)C (2-(4-(Chlorosulfonyl)-3,5-dimethylphenoxy)acetyl chloride). As a reaction SMILES: [Cl:1][S:2]([C:5]1[C:15]([CH3:16])=[CH:14][C:8]([O:9][CH2:10][C:11](O)=[O:12])=[CH:7][C:6]=1[CH3:17])(=[O:4])=[O:3].O=S(Cl)[Cl:20]>>[Cl:1][S:2]([C:5]1[C:15]([CH3:16])=[CH:14][C:8]([O:9][CH2:10][C:11]([Cl:20])=[O:12])=[CH:7][C:6]=1[CH3:17])(=[O:4])=[O:3]. Procedure: Referring to FIG. 37, 2-(4-(Chlorosulfonyl)-3,5-dimethylphenoxy)acetic acid (6 g, 21.6 mmol) was dissolved in SOCl2 (50 mL) and the reaction mixture was refluxed overnight. Proton NMR analysis on a sample from the reaction mixture exhibited the conversion went completion. Concentration of the mixture under reduced pressure gave product as a white solid (6.4 g, quantitative); 1H NMR (CDCl3, 300 MHz): δ 6.71 (s, 2H), 5.03 (s, 2H), 2.80 (s, 6H). Starting materials: BrC=1C=C(C=C(C1)[N+](=O)[O-])NC(C)=O (N-(3-bromo-5-nitrophenyl)acetamide), [NH4+].[Cl-] (NH4Cl). The reagents and catalysts are [Fe] (Iron). Solvent: C(C)O (ethanol). Run at temperature 80 celsius. Yields the product NC=1C=C(C=C(C1)Br)NC(C)=O (N-(3-amino-5-bromophenyl)acetamide), foam. Isolated yield 91.9%. Reaction SMILES: [Br:1][C:2]1[CH:3]=[C:4]([NH:11][C:12](=[O:14])[CH3:13])[CH:5]=[C:6]([N+:8]([O-])=O)[CH:7]=1.[NH4+].[Cl-]>C(O)C.[Fe]>[NH2:8][C:6]1[CH:5]=[C:4]([NH:11][C:12](=[O:14])[CH3:13])[CH:3]=[C:2]([Br:1])[CH:7]=1 |f:1.2|. Reported procedure: N-(3-bromo-5-nitrophenyl)acetamide (4 g, 15.44 mmol) was dissolved in ethanol (154 mL) and saturated NH4Cl(aq) (2 mL). Iron (2.59 g, 46.3 mmol) was added to the solution the reaction mixture was heated to 80° C. for 30 minutes. Upon completion, the reaction was cooled to room temperature and filtered through a short pad of silica gel (ethyl acetate wash). The organic was dried over sodium sulfate, filtered, and concentrated under reduced pressure. N-(3-amino-5-bromophenyl)acetamide was isolated ... Reactants: Cc1ccccc1, C1CCC2=NCCCN2CC1, CC(O)c1cnccn1, [N-]=[N+]=NP(=O)(c1ccccc1)c1ccccc1. Product: CC(N=[N+]=[N-])c1cnccn1. Reaction SMILES: [CH3:38][c:39]1[cH:40][cH:41][cH:42][cH:43][cH:44]1.[N:27]12[CH2:28][CH2:29][CH2:30][N:31]=[C:32]1[CH2:33][CH2:34][CH2:35][CH2:36][CH2:37]2.[OH:1][CH:2]([CH3:3])[c:4]1[n:5][cH:6][cH:7][n:8][cH:9]1.[c:10]1([P:11]([c:12]2[cH:13][cH:14][cH:15][cH:16][cH:17]2)(=[O:18])[N:24]=[N+:25]=[N-:26])[cH:19][cH:20][cH:21][cH:22][cH:23]1>>[CH:2]([CH3:3])([c:4]1[n:5][cH:6][cH:7][n:8][cH:9]1)[N:24]=[N+:25]=[N-:26]. As a reaction SMILES: [Br:1][C:2]1[C:10]2[N:9]=[N:8][NH:7][C:6]=2[C:5]([Cl:11])=[CH:4][C:3]=1[Cl:12].Br[C:14]1[C:22]2[N:21]=N[NH:19][C:18]=2C(Cl)=C(Br)C=1Cl.Cl[C:27]1C=C(Cl)C2NN=NC=2C=1>>[NH2:21][C:22]([CH3:14])([CH2:27][N:8]1[N:7]=[C:6]2[C:5]([Cl:11])=[CH:4][C:3]([Cl:12])=[C:2]([Br:1])[C:10]2=[N:9]1)[C:18]#[N:19]. The reactants are BrC1=C(C=C(C=2NN=NC21)Cl)Cl (4-bromo-5,7-dichloro-1H-benzotriazole), BrC1=C(C(=C(C=2NN=NC21)Cl)Br)Cl (4,6-dibromo-5,7-dichloro-1H-benzotriazole), ClC1=CC2=C(NN=N2)C(=C1)Cl (5,7-dichloro-1H-benzotriazole). Procedure details: 2-Amino-3-(4-bromo-5,7-dichloro-2H-benzotriazol-2-yl)-2-methylpropionitrile was prepared using a procedure similar to that described in Example 1, part a and b, except starting from 4-bromo-5,7-dichloro-1H-benzotriazole that was prepared along with 4,6-dibromo-5,7-dichloro-1H-benzotriazole using a procedure similar to that described in Example 53 except using 5,7-dichloro-1H-benzotriazole described in Example 15. Yields the product NC(C#N)(CN1N=C2C(=N1)C(=CC(=C2Br)Cl)Cl)C (2-Amino-3-(4-bromo-5,7-dichloro-2H-benzotriazol-2-yl)-2-methylpropionitrile). Procedure details: A solution of 4-(trifluoromethyl)phenylboronic acid (1.78 g, 9.37 mmol) in DME (10 mL) and aqueous K2CO3 (12 mL, 1.8 M) was degassed with argon for 20 minutes. Triphenylphosphine (797 mg, 3.04 mmol), palladium(II)acetate (174 mg, 0.775 mmol), and 4-chloropyridine 1-oxide (1.00 g, 7.72 mmol) were added sequentially, and the mixture was heated to reflux under an argon atmosphere. After stirring at reflux for 14 h, the mixture was allowed to cool and then filtered. The filtrate was diluted with H2O... Solvent: COCCOC (DME), C(=O)([O-])[O-].[K+].[K+] (K2CO3). Yields the product FC(C1=CC=C(C=C1)C1=CC=[N+](C=C1)[O-])(F)F (4-(4-(Trifluoromethyl)phenyl)pyridine 1-oxide). The reagents and catalysts are C(C)(=O)[O-].[Pd+2].C(C)(=O)[O-] (palladium(II)acetate). Isolated yield 25.2%. Reactants: C1(=CC=CC=C1)P(C1=CC=CC=C1)C1=CC=CC=C1 (Triphenylphosphine), ClC1=CC=[N+](C=C1)[O-] (4-chloropyridine 1-oxide), FC(C1=CC=C(C=C1)B(O)O)(F)F (4-(trifluoromethyl)phenylboronic acid). Reaction SMILES: [F:1][C:2]([F:13])([F:12])[C:3]1[CH:8]=[CH:7][C:6](B(O)O)=[CH:5][CH:4]=1.C1(P(C2C=CC=CC=2)C2C=CC=CC=2)C=CC=CC=1.Cl[C:34]1[CH:39]=[CH:38][N+:37]([O-:40])=[CH:36][CH:35]=1>COCCOC.C([O-])([O-])=O.[K+].[K+].C([O-])(=O)C.[Pd+2].C([O-])(=O)C>[F:1][C:2]([F:13])([F:12])[C:3]1[CH:8]=[CH:7][C:6]([C:34]2[CH:39]=[CH:38][N+:37]([O-:40])=[CH:36][CH:35]=2)=[CH:5][CH:4]=1 |f:4.5.6,7.8.9|. Starting materials: C(C1=CC=CC=C1)OC=1C=C(CC(C#N)C#N)C=CC1 ((3-benzyloxybenzyl)malononitrile), compound ( 88 ), [H-].[Na+] (sodium hydride), BrCCC(F)(F)F (1-bromo-3,3,3-trifluoropropane). The solvent is CN(C=O)C (N,N-dimethylformamide). The product is C(C1=CC=CC=C1)OC=1C=C(CC(C#N)(C#N)CCC(F)(F)F)C=CC1 (2-(3-(benzyloxy)benzyl)-2-(3,3,3-trifluoropropyl)malononitrile). The yield is 40.7%. Reaction SMILES: [CH2:1]([O:8][C:9]1[CH:10]=[C:11]([CH:18]=[CH:19][CH:20]=1)[CH2:12][CH:13]([C:16]#[N:17])[C:14]#[N:15])[C:2]1[CH:7]=[CH:6][CH:5]=[CH:4][CH:3]=1.[H-].[Na+].Br[CH2:24][CH2:25][C:26]([F:29])([F:28])[F:27]>CN(C)C=O>[CH2:1]([O:8][C:9]1[CH:10]=[C:11]([CH:18]=[CH:19][CH:20]=1)[CH2:12][C:13]([CH2:24][CH2:25][C:26]([F:29])([F:28])[F:27])([C:16]#[N:17])[C:14]#[N:15])[C:2]1[CH:3]=[CH:4][CH:5]=[CH:6][CH:7]=1 |f:1.2|. Procedure details: Using 0.52 g of (3-benzyloxybenzyl)malononitrile, 5 ml of N,N-dimethylformamide, 0.12 g of sodium hydride (60% in oil), and 0.34 g of 1-bromo-3,3,3-trifluoropropane, and according to the process described in the Production Example 1, there was obtained 0.28 g of 2-(3-(benzyloxy)benzyl)-2-(3,3,3-trifluoropropyl)malononitrile (the present compound (88)). The reactants are CCCCc1cn2nc3c(c(=O)n(CCC)c(=O)n3Cc3ccccc3)c2[nH]1, CI, [K+], [K+], O=C([O-])[O-], CN(C)C=O. Yields the product CCCCc1cn2nc3c(c(=O)n(CCC)c(=O)n3Cc3ccccc3)c2n1C. Reaction SMILES: [CH2:1]([c:2]1[cH:3][cH:4][cH:5][cH:6][cH:7]1)[n:8]1[c:9](=[O:28])[n:10]([CH2:25][CH2:26][CH3:27])[c:11](=[O:24])[c:12]2[c:13]1[n:14][n:15]1[c:16]2[nH:17][c:18]([CH2:20][CH2:21][CH2:22][CH3:23])[cH:19]1.[CH3:35][I:36].[K+:29].[K+:30].[O-:31][C:32]([O-:33])=[O:34].[O:37]=[CH:38][N:39]([CH3:40])[CH3:41]>>[CH2:1]([c:2]1[cH:3][cH:4][cH:5][cH:6][cH:7]1)[n:8]1[c:9](=[O:28])[n:10]([CH2:25][CH2:26][CH3:27])[c:11](=[O:24])[c:12]2[c:13]1[n:14][n:15]1[c:16]2[n:17]([CH3:32])[c:18]([CH2:20][CH2:21][CH2:22][CH3:23])[cH:19]1.